From a dataset of the Open Reaction Database (ORD), a public repository of structured organic reaction records. describe an organic reaction: reactants, conditions, products, and yield The reactants are C1(=CC=CC=C1)NCC=1C=NC=CC1 (phenylpyridin-3-ylmethylamine), N1=CC=CC2=CC=CC(=C12)S(=O)(=O)NC1=C(C(=O)Cl)C=CC=C1 (2-(quinoline-8-sulfonylamino)-benzoyl chloride). Product: C1(=CC=CC=C1)C(NC(C1=C(C=CC=C1)NS(=O)(=O)C=1C=CC=C2C=CC=NC12)=O)C=1C=NC=CC1 (N-(Phenylpyridin-3-ylmethyl)-2-(quinoline-8-sulfonylamino)-benzamide). Yield: 40.5%. As a reaction SMILES: C1([NH:7][CH2:8][C:9]2[CH:10]=[N:11][CH:12]=[CH:13][CH:14]=2)C=CC=CC=1.[N:15]1[C:24]2[C:19](=[CH:20][CH:21]=[CH:22][C:23]=2[S:25]([NH:28][C:29]2[CH:37]=[CH:36][CH:35]=[CH:34][C:30]=2[C:31](Cl)=[O:32])(=[O:27])=[O:26])[CH:18]=[CH:17][CH:16]=1>>[C:19]1([CH:8]([C:9]2[CH:10]=[N:11][CH:12]=[CH:13][CH:14]=2)[NH:7][C:31](=[O:32])[C:30]2[CH:34]=[CH:35][CH:36]=[CH:37][C:29]=2[NH:28][S:25]([C:23]2[CH:22]=[CH:21][CH:20]=[C:19]3[C:24]=2[N:15]=[CH:16][CH:17]=[CH:18]3)(=[O:27])=[O:26])[CH:24]=[CH:23][CH:22]=[CH:21][CH:20]=1. Procedure: 120 mg of phenylpyridin-3-ylmethylamine (Synthesis 1976, 593) were reacted with 450 mg of 2-(quinoline-8-sulfonylamino)-benzoyl chloride in analogy to example 1 which resulted in 130 mg of an amorphous solid. Rf(EA)=0.29. MS (ES): 495 (M+H)+ Starting materials: CCCc1nc(CSc2ccc(CCC(=O)O)cc2)c(C(=O)OCC)n1Cc1cc2c(cc1Cl)OCO2, CCO. Product: CCCc1nc(CSc2ccc(CCC(=O)O)cc2)c(C(=O)O)n1Cc1cc2c(cc1Cl)OCO2. As a reaction SMILES: [C:1](=[O:2])([OH:3])[CH2:4][CH2:5][c:6]1[cH:7][cH:8][c:9]([S:12][CH2:13][c:14]2[n:15][c:16]([CH2:35][CH2:36][CH3:37])[n:17]([CH2:24][c:25]3[cH:26][c:27]4[c:28]([cH:32][c:33]3[Cl:34])[O:29][CH2:30][O:31]4)[c:18]2[C:19](=[O:20])[O:21][CH2:22][CH3:23])[cH:10][cH:11]1.[CH3:38][CH2:39][OH:40]>>[C:1](=[O:2])([OH:3])[CH2:4][CH2:5][c:6]1[cH:7][cH:8][c:9]([S:12][CH2:13][c:14]2[n:15][c:16]([CH2:35][CH2:36][CH3:37])[n:17]([CH2:24][c:25]3[cH:26][c:27]4[c:28]([cH:32][c:33]3[Cl:34])[O:29][CH2:30][O:31]4)[c:18]2[C:19](=[O:20])[OH:21])[cH:10][cH:11]1. Reactants: S(=O)([O-])[O-].[Na+].[Na+] (sodium sulfite), CC[C@H]1CN2CC[C@H]1C[C@@H]2[C@H](C3=C4C=C(C=CC4=NC=C3)OC)OC5=NN=C(C6=CC=CC=C65)O[C@H]([C@H]7C[C@@H]8CCN7C[C@@H]8CC)C9=C1C=C(C=CC1=NC=C9)OC (AD-mix-β), C(C)(C)(C)O (t-butanol), C(C1=CC=CC=C1)OC(=O)N1CCN(CC1)C1=NC2=CC=CC=C2C(=N1)OCCC=C (2-[4-(benzyloxycarbonyl)piperazin-1-yl]-4-[(3-buten-1-yl)oxy]quinazoline). Run in O (water). Yields the product C(C1=CC=CC=C1)OC(=O)N1CCN(CC1)C1=NC2=CC=CC=C2C(=N1)OCC[C@H](CO)O (2-[4-(benzyloxycarbonyl)piperazin-1-yl]-4-[(3R)-(3,4-dihydroxybutan-1-yl)oxy]quinazoline). As a reaction SMILES: CC[C@@H]1[C@@H]2C[C@H]([C@@H](OC3C4C(=CC=CC=4)C(O[C@@H](C4C=CN=C5C=4C=C(OC)C=C5)[C@@H]4N5C[C@H](CC)[C@@H](CC5)C4)=NN=3)C3C=CN=C4C=3C=C([O:22]C)C=C4)N(CC2)C1.[C:59]([OH:63])(C)([CH3:61])[CH3:60].[CH2:64]([O:71][C:72]([N:74]1[CH2:79][CH2:78][N:77]([C:80]2[N:89]=[C:88]([O:90][CH2:91]CC=C)[C:87]3[C:82](=[CH:83][CH:84]=[CH:85][CH:86]=3)[N:81]=2)[CH2:76][CH2:75]1)=[O:73])[C:65]1[CH:70]=[CH:69][CH:68]=[CH:67][CH:66]=1.S([O-])([O-])=O.[Na+].[Na+]>O>[CH2:64]([O:71][C:72]([N:74]1[CH2:79][CH2:78][N:77]([C:80]2[N:89]=[C:88]([O:90][CH2:91][CH2:60][C@@H:59]([OH:63])[CH2:61][OH:22])[C:87]3[C:82](=[CH:83][CH:84]=[CH:85][CH:86]=3)[N:81]=2)[CH2:76][CH2:75]1)=[O:73])[C:65]1[CH:70]=[CH:69][CH:68]=[CH:67][CH:66]=1 |f:3.4.5|. Procedure: To a mixture of AD-mix-β (manufactured by Aldrich Co.) (35.0 g), t-butanol (125 ml) and water (125 ml) is added 2-[4-(benzyloxycarbonyl)piperazin-1-yl]-4-[(3-buten-1-yl)oxy]quinazoline [cf. Example 57(2)] (10.46 g) with stirring under ice-cooling, and the mixture is stirred under ice-cooling for 60.5 hours. To the reaction mixture is added sodium sulfite (37.5 g), and the mixture is stirred at room temperature for 30 minutes. The reaction mixture is separated into an organic layer and an aqueous... The reactants are N#CN (cyanamide), Na2HPO4, NaH2PO4, C(CC)O (1-propanol), C(O)([O-])=O.[Na+] (sodium hydrogen carbonate), C(#N)C=1C=NC=C(C1)O (3-cyano-5-hydroxypyridine), Cl (hydrogen chloride). Solvent: C(C)#N (acetonitrile). Reaction conditions: time 20 hour. Product: crude product, C(#N)N=C(OCCC)C=1C=NC=C(C1)O (propyl N-cyano-5-hydroxy-3-pyridinecarboximidate). Reaction SMILES: [C:1]([C:3]1[CH:4]=[N:5][CH:6]=[C:7]([OH:9])[CH:8]=1)#[N:2].Cl.N#[C:12][NH2:13].C(=O)([O-])O.[Na+].[CH2:19]([OH:22])[CH2:20][CH3:21]>C(#N)C>[C:12]([N:2]=[C:1]([C:3]1[CH:4]=[N:5][CH:6]=[C:7]([OH:9])[CH:8]=1)[O:22][CH2:19][CH2:20][CH3:21])#[N:13] |f:3.4|. Procedure: Into a solution of 3-cyano-5-hydroxypyridine (0.42 g, 3.50 mmol) in 1-propanol (40 ml) was passed hydrogen chloride gas under ice-cooling for 30 minutes. The reactor was tight sealed, and the mixture was stirred at room temperature for 20 hours. After the reaction was completed, the reaction mixture was concentrated under reduced pressure. To the solution of the residue in acetonitrile (20 ml) was then added an aqueous solution (30 ml) of cyanamide (0.88 g, 20.9 mmol), Na2HPO4 (1.5 g, 10.6 mmol)...